From a dataset of the Open Reaction Database (ORD), a public repository of structured organic reaction records. describe an organic reaction: reactants, conditions, products, and yield Starting materials: N1C=NC(=C1)C=CC(=O)OC (methyl 3-(4-imidazolyl)-2-propenoate), [H][H] (hydrogen). The reagents and catalysts are [Pd] (palladium on carbon). Solvent: CO (methanol). Run at time 1 hour. The product is N1C=NC(=C1)CCC(=O)OC (Methyl 3-(4-imidazolyl)propionate). RXN SMILES: [NH:1]1[CH:5]=[C:4]([CH:6]=[CH:7][C:8]([O:10][CH3:11])=[O:9])[N:3]=[CH:2]1.[H][H]>CO.[Pd]>[NH:1]1[CH:5]=[C:4]([CH2:6][CH2:7][C:8]([O:10][CH3:11])=[O:9])[N:3]=[CH:2]1. Reported procedure: To a solution of methyl 3-(4-imidazolyl)-2-propenoate (5.3 g) in methanol a t room temperature was added 10% palladium on carbon (20 mg) under a blanket of argon. A balloon of hydrogen was applied, and the reaction was stirred for one hour. The solution was filtered, and then concentrated in vacuo to dryness to provide the title compound. The reactants are C(=O)(OC(C)(C)C)N1CC(C1)=O (1-Boc-azetidin-3-one), O (Water), BrC1=CC(=C(C=C1)OCC1=CC=C(C=C1)CC)OC (4-bromo-1-(4-ethylbenzyloxy)-2-methoxybenzene), BrC1=CC(=C(C=C1)OCC1=CC=C(C=C1)CC)OC (4-Bromo-1-(4-ethylbenzyloxy)-2-methoxybenzene), C(CCC)[Li].CCCCCC (n-butyllithium hexane). Solvent: O1CCCC1 (tetrahydrofuran), O1CCCC1 (tetrahydrofuran). Run at temperature -78 celsius, time 30 minute. Yields the product C(C)C1=CC=C(COC2=C(C=C(C=C2)C2(CN(C2)C(=O)OC(C)(C)C)O)OC)C=C1 (tert-Butyl 3-[4-(4-ethylbenzyloxy)-3-methoxyphenyl]-3-hydroxyazetidine-1-carboxylate). Isolated yield 57.0%. RXN SMILES: Br[C:2]1[CH:7]=[CH:6][C:5]([O:8][CH2:9][C:10]2[CH:15]=[CH:14][C:13]([CH2:16][CH3:17])=[CH:12][CH:11]=2)=[C:4]([O:18][CH3:19])[CH:3]=1.C([Li])CCC.CCCCCC.[C:31]([N:38]1[CH2:41][C:40](=[O:42])[CH2:39]1)([O:33][C:34]([CH3:37])([CH3:36])[CH3:35])=[O:32].O>O1CCCC1>[CH2:16]([C:13]1[CH:14]=[CH:15][C:10]([CH2:9][O:8][C:5]2[CH:6]=[CH:7][C:2]([C:40]3([OH:42])[CH2:39][N:38]([C:31]([O:33][C:34]([CH3:36])([CH3:35])[CH3:37])=[O:32])[CH2:41]3)=[CH:3][C:4]=2[O:18][CH3:19])=[CH:11][CH:12]=1)[CH3:17] |f:1.2|. Procedure details: To a solution of 4-bromo-1-(4-ethylbenzyloxy)-2-methoxybenzene (1.2 g) prepared in (1) in THF (6.0 mL) was added dropwise 1.6 N n-butyllithium/hexane (2.8 mL) at −78° C. under argon atmosphere. The mixture was stirred at −78° C. for 30 min. A solution of 1-Boc-azetidin-3-one (0.64 g) in THF (6.0 mL) was added dropwise over 10 min to the mixture at −78° C. The reaction mixture was allowed to warm to RT and then stirred for 14 hr. Water was added to the reaction mixture and the mixture was extract... Yields the product COCCN1CCCc2ccc([N+](=O)[O-])cc21. Reaction SMILES: [BH3:19].[CH2:20]1[O:21][CH2:22][CH2:23][CH2:24]1.[CH2:27]1[O:28][CH2:29][CH2:30][CH2:31]1.[CH3:1][O:2][CH2:3][C:4](=[O:5])[N:6]1[CH2:7][CH2:8][CH2:9][c:10]2[cH:11][cH:12][c:13]([N+:16](=[O:17])[O-:18])[cH:14][c:15]21.[ClH:25].[OH2:26]>>[CH3:1][O:2][CH2:3][CH2:4][N:6]1[CH2:7][CH2:8][CH2:9][c:10]2[cH:11][cH:12][c:13]([N+:16](=[O:17])[O-:18])[cH:14][c:15]21. The reactants are B, C1CCOC1, C1CCOC1, COCC(=O)N1CCCc2ccc([N+](=O)[O-])cc21, Cl, O.